From a dataset of the Open Reaction Database (ORD), a public repository of structured organic reaction records. describe an organic reaction: reactants, conditions, products, and yield Reactants: Cl (HCl), OCC=1C(=NN(C1)CC=1NC(C2=C(N1)SC(=C2)C)=O)C(F)(F)F (2-((4-(Hydroxymethyl)-3-(trifluoromethyl)-1H-pyrazol-1-yl)methyl)-6-methylthieno[2,3-d]pyrimidin-4(3H)-one), IC (Iodomethane), [H-].[Na+] (NaH). Run in CN(C)C=O (DMF). Run at temperature 60 celsius, time 1 hour. The product is OCC=1C(=NN(C1)CC=1N(C(C2=C(N1)SC(=C2)C)=O)C)C(F)(F)F (2-((4-(Hydroxymethyl)-3-(trifluoromethyl)-1H-pyrazol-1-yl)methyl)-3,6-dimethylthieno[2,3-d]pyrimidin-4(3H)-one). Isolated yield 30.6%. RXN SMILES: [OH:1][CH2:2][C:3]1[C:4]([C:20]([F:23])([F:22])[F:21])=[N:5][N:6]([CH2:8][C:9]2[NH:10][C:11](=[O:19])[C:12]3[CH:17]=[C:16]([CH3:18])[S:15][C:13]=3[N:14]=2)[CH:7]=1.[H-].[Na+].I[CH3:27].Cl>CN(C=O)C>[OH:1][CH2:2][C:3]1[C:4]([C:20]([F:22])([F:21])[F:23])=[N:5][N:6]([CH2:8][C:9]2[N:10]([CH3:27])[C:11](=[O:19])[C:12]3[CH:17]=[C:16]([CH3:18])[S:15][C:13]=3[N:14]=2)[CH:7]=1 |f:1.2|. Procedure: 2-((4-(Hydroxymethyl)-3-(trifluoromethyl)-1H-pyrazol-1-yl)methyl)-6-methylthieno[2,3-d]pyrimidin-4(3H)-one (240 mg, 0.697 mmol) was dissolved in DMF (5 mL). NaH (17 mg, 0.708 mmol) was added and the reaction mixture heated at 60° C. for 1 h, then allowed to cool to RT before cooling further with an ice/salt bath to 0° C. Iodomethane (1.14 g, 0.50 mL, 8.03 mmol) was added in one portion and the reaction mixture stirred at RT for 1 h, then allowed to warm to RT, before standing overnight. The reac... Starting materials: CCOC(=O)CC(=O)C(=O)OCC, CCOC(=O)C=C(C)N, CCO, O=CCCc1ccccc1. The product is CCOC(=O)CC(=O)C(=O)OCC, CCOC(=O)C=C(C)N, O=CC=Cc1ccccc1. Reaction SMILES: [CH2:11]([CH3:12])[O:13][C:14]([CH2:15][C:16](=[O:17])[C:18](=[O:19])[O:20][CH2:21][CH3:22])=[O:23].[CH2:24]([CH3:25])[O:26][C:27]([CH:28]=[C:29]([CH3:30])[NH2:31])=[O:32].[CH3:33][CH2:34][OH:35].[CH:1]([CH2:2][CH2:3][c:4]1[cH:5][cH:6][cH:7][cH:8][cH:9]1)=[O:10]>>[CH2:11]([CH3:12])[O:13][C:14]([CH2:15][C:16](=[O:17])[C:18](=[O:19])[O:20][CH2:21][CH3:22])=[O:23].[CH2:24]([CH3:25])[O:26][C:27]([CH:28]=[C:29]([CH3:30])[NH2:31])=[O:32].[CH:1]([CH:2]=[CH:3][c:4]1[cH:5][cH:6][cH:7][cH:8][cH:9]1)=[O:10]. Reactants: CC1(OB(OC1(C)C)C=1C=C(C(=NC1)N)C(F)(F)F)C (5-(4,4,5,5-tetramethyl-[1,3,2]dioxaborolan-2-yl)-3-trifluoromethyl-pyridin-2-ylamine), PdCl2(Ph3P)2, C(=O)([O-])[O-].[K+].[K+] (K2CO3), C(=O)([O-])[O-].[Na+].[Na+] (Na2CO3), BrC1=NN2C(S1)=NC=C2I (2-bromo-5-iodoimidazo[2,1-b][1,3,4]thiadiazole), C(#N)C=1C=C(C=CC1)B(O)O (3-cyanophenylboronic acid), PdCl2(Ph3P)2. The solvent is O1CCOCC1 (dioxane). Reaction conditions: temperature 110 celsius. Product: COC1=CC=C(C=C1)C1=NN2C(S1)=NC=C2C=2C=C(C(=NC2)N)C(F)(F)F (5-[2-(4-Methoxy-phenyl)-imidazo[2,1-b][1,3,4]thiadiazol-5-yl]-3-trifluoromethyl-pyridin-2-ylamine). RXN SMILES: Br[C:2]1[S:6][C:5]2=[N:7][CH:8]=[C:9](I)[N:4]2[N:3]=1.C([C:13]1[CH:14]=[C:15](B(O)O)[CH:16]=[CH:17][CH:18]=1)#N.[C:22]([O-:25])([O-])=O.[Na+].[Na+].CC1(C)C(C)(C)OB([C:36]2[CH:37]=[C:38]([C:43]([F:46])([F:45])[F:44])[C:39]([NH2:42])=[N:40][CH:41]=2)O1.C([O-])([O-])=O.[K+].[K+]>O1CCOCC1>[CH3:22][O:25][C:13]1[CH:14]=[CH:15][C:16]([C:2]2[S:6][C:5]3=[N:7][CH:8]=[C:9]([C:36]4[CH:37]=[C:38]([C:43]([F:46])([F:45])[F:44])[C:39]([NH2:42])=[N:40][CH:41]=4)[N:4]3[N:3]=2)=[CH:17][CH:18]=1 |f:2.3.4,6.7.8|. Reported procedure: To a mixture of 2-bromo-5-iodoimidazo[2,1-b][1,3,4]thiadiazole (0.150 g, 0.455 mmol), 3-cyanophenylboronic acid (0.477 mmol) and PdCl2(Ph3P)2 (0.064 g) in dioxane (3 mL), an aq. solution of Na2CO3(2 M, 0.9 mL) was added. The reaction mixture was heated at 110° C. for 24 h in a sealed tube. The solvent was evaporated, the residue precipitated with water, and after drying the resulting gum was washed with Et2O. The residue was suspended in dioxane (3 mL), and 5-(4,4,5,5-tetramethyl-[1,3,2]dioxabor... Solvent: C(Cl)Cl (DCM), C(C)O (ethanol). Product: CC1=NOC(=C1C=1C(=NN(C1CO)C)C1=CC=C(C=C1)O)C (4-(4-(3,5-dimethylisoxazol-4-yl)-5-(hydroxymethyl)-1-methyl-1H-pyrazol-3-yl)phenol). The reactants are Cl (HCl), CC1=NOC(=C1C=1C(=NN(C1C=O)C)C1=CC=C(C=C1)OC)C (4-(3,5-dimethylisoxazol-4-yl)-3-(4-methoxyphenyl)-1-methyl-1H-pyrazole-5-carbaldehyde), Cl.NO (hydroxylamine hydrochloride), N1=CC=CC=C1 (pyridine). Reaction SMILES: [CH3:1][C:2]1[C:6]([C:7]2[C:8]([C:15]3[CH:20]=[CH:19][C:18]([O:21]C)=[CH:17][CH:16]=3)=[N:9][N:10]([CH3:14])[C:11]=2[CH:12]=[O:13])=[C:5]([CH3:23])[O:4][N:3]=1.Cl.NO.N1C=CC=CC=1.Cl>C(O)C.C(Cl)Cl>[CH3:1][C:2]1[C:6]([C:7]2[C:8]([C:15]3[CH:20]=[CH:19][C:18]([OH:21])=[CH:17][CH:16]=3)=[N:9][N:10]([CH3:14])[C:11]=2[CH2:12][OH:13])=[C:5]([CH3:23])[O:4][N:3]=1 |f:1.2|. Procedure: A mixture of 4-(3,5-dimethylisoxazol-4-yl)-3-(4-methoxyphenyl)-1-methyl-1H-pyrazole-5-carbaldehyde (45.0 mg, 0.14 mmol), hydroxylamine hydrochloride (100 mg, 1.45 mmol) and pyridine (129 μL, 1.59 mmol) in ethanol (1 mL) was heated at 100° C. for 3 minutes in the microwave. 1 mL 2 M HCl and 5 mL DCM were added. A precipitate was formed, which was found to be the desired product. The remaining solution was extracted with DCM (5×3 mL). The DCM layer was filtered through a phase separator and concen... Reaction conditions: temperature 100 celsius. Starting materials: C(C1=CC=CC=C1)OC(=S)NN ((benzyloxythiocarbonyl)hydrazine), [OH-].[Na+] (sodium hydroxide), N#CBr (cyanogen bromide). Run in CO (methanol). Run at temperature 0 celsius. Yields the product NC1=NN=C(S1)OCC1=CC=CC=C1 (5-amino-2-benzyloxy-1,3,4-thiadiazole). The yield is 58.5%. RXN SMILES: [CH2:1]([O:8][C:9]([NH:11][NH2:12])=[S:10])[C:2]1[CH:7]=[CH:6][CH:5]=[CH:4][CH:3]=1.[OH-].[Na+].[N:15]#[C:16]Br>CO>[NH2:15][C:16]1[S:10][C:9]([O:8][CH2:1][C:2]2[CH:7]=[CH:6][CH:5]=[CH:4][CH:3]=2)=[N:11][N:12]=1 |f:1.2|. Procedure: In a 250 ml round-bottom flask equipped with a mechanical stirrer were mixed (benzyloxythiocarbonyl)hydrazine and 2N sodium hydroxide (90 ml). This mixture was stirred vigorously and cooled to 0° C. A solution of cyanogen bromide (14.5 g, 0.137 mol) in methanol (60 ml) was added dropwise at a rate that kept the reaction temperature between about 0°-5° C. A precipitate formed. When the addition was complete, the reaction mixture was filtered and the residue was rinsed well with water and dried in... The reactants are c1ccc(Cc2nc(-c3ccncc3)cs2)cc1, ClC(Cl)Cl, [Na+], [Na+], O=C([O-])[O-], O=[N+]([O-])O, O=S(=O)(O)O. The product is O=[N+]([O-])c1ccc(Cc2nc(-c3ccncc3)cs2)cc1. RXN SMILES: [CH2:1]([c:2]1[cH:3][cH:4][cH:5][cH:6][cH:7]1)[c:8]1[s:9][cH:10][c:11](-[c:13]2[cH:14][cH:15][n:16][cH:17][cH:18]2)[n:12]1.[CH:34]([Cl:35])([Cl:36])[Cl:37].[Na+:28].[Na+:29].[O-:30][C:31](=[O:32])[O-:33].[OH:24][N+:25]([O-:26])=[O:27].[S:19](=[O:20])(=[O:21])([OH:22])[OH:23]>>[CH2:1]([c:2]1[cH:3][cH:4][c:5]([N+:25](=[O:24])[O-:26])[cH:6][cH:7]1)[c:8]1[s:9][cH:10][c:11](-[c:13]2[cH:14][cH:15][n:16][cH:17][cH:18]2)[n:12]1. The reactants are C(C)O (ethanol), C1(=CC=CC=C1)CCSC=1NC2=C(C=NC=C2)N1 (2-[(2-Phenylethyl)thio]-1H-imidazo[4,5-c]pyridine), C([O-])(O)=O.[Na+] (sodium bicarbonate), ClC=1C=C(C(=O)OO)C=CC1 (m-Chloroperoxybenzoic acid). Solvent: C(Cl)(Cl)Cl (chloroform). Run at time 1 hour. The product is C1(=CC=CC=C1)CCS(=O)C=1NC2=C(C=NC=C2)N1 (2-[(2-Phenylethyl)sulfinyl]-1H-imidazo[4,5-c]pyridine). Reaction SMILES: [C:1]1([CH2:7][CH2:8][S:9][C:10]2[NH:11][C:12]3[CH:17]=[CH:16][N:15]=[CH:14][C:13]=3[N:18]=2)[CH:6]=[CH:5][CH:4]=[CH:3][CH:2]=1.ClC1C=C(C=CC=1)C(OO)=[O:24].C(=O)(O)[O-].[Na+].C(O)C>C(Cl)(Cl)Cl>[C:1]1([CH2:7][CH2:8][S:9]([C:10]2[NH:11][C:12]3[CH:17]=[CH:16][N:15]=[CH:14][C:13]=3[N:18]=2)=[O:24])[CH:2]=[CH:3][CH:4]=[CH:5][CH:6]=1 |f:2.3|. Reported procedure: 2-[(2-Phenylethyl)thio]-1H-imidazo[4,5-c]pyridine (2.4 g, 0.0094 mol) was dissolved in 120 mL of chloroform with heating. The reaction solution was cooled in an ice bath to 0°-5° C. m-Chloroperoxybenzoic acid (1.91 g, 0.0094 mol) was added portionwise. The reaction mixture was then stirred at room temperature for 1 hour. 10% aqueous sodium bicarbonate was added and the organic layer was separated and dried over magnesium sulfate. After filtering, the filtrate was evaporated to half the volume in...